describe an organic reaction: reactants, conditions, products, and yield From a dataset of the Open Reaction Database (ORD), a public repository of structured organic reaction records. Starting materials: CC(=O)O, CC(C)CCN, N#Cc1ccc(Oc2ccc(C=O)c3ccccc23)nc1, ClCCl, Cl, C1COCCO1. Product: CC(C)CCNCc1ccc(Oc2ccc(C#N)cn2)c2ccccc12, Cl. RXN SMILES: [CH3:22][C:23](=[O:24])[OH:25].[CH3:26][CH:27]([CH2:28][CH2:29][NH2:30])[CH3:31].[CH:1](=[O:2])[c:3]1[cH:4][cH:5][c:6]([O:13][c:14]2[n:15][cH:16][c:17]([C:18]#[N:19])[cH:20][cH:21]2)[c:7]2[cH:8][cH:9][cH:10][cH:11][c:12]12.[Cl:39][CH2:40][Cl:41].[ClH:32].[O:33]1[CH2:34][CH2:35][O:36][CH2:37][CH2:38]1>>[CH2:1]([c:3]1[cH:4][cH:5][c:6]([O:13][c:14]2[n:15][cH:16][c:17]([C:18]#[N:19])[cH:20][cH:21]2)[c:7]2[cH:8][cH:9][cH:10][cH:11][c:12]12)[NH:30][CH2:29][CH2:28][CH:27]([CH3:26])[CH3:31].[ClH:32].